From a dataset of the Open Reaction Database (ORD), a public repository of structured organic reaction records. describe an organic reaction: reactants, conditions, products, and yield Starting materials: CCOC(=O)C1(NC(=O)c2cccc3c2OC(F)(F)O3)Cc2ccccc2C1, C1COCCO1, CO, CO, ClCCl, O. Yields the product O=C(NC1(C(=O)O)Cc2ccccc2C1)c1cccc2c1OC(F)(F)O2. As a reaction SMILES: [CH2:1]([CH3:2])[O:3][C:4](=[O:5])[C:6]1([NH:15][C:16](=[O:17])[c:18]2[cH:19][cH:20][cH:21][c:22]3[c:26]2[O:25][C:24]([F:27])([F:28])[O:23]3)[CH2:7][c:8]2[cH:9][cH:10][cH:11][cH:12][c:13]2[CH2:14]1.[CH2:29]1[O:30][CH2:31][CH2:32][O:33][CH2:34]1.[CH3:35][OH:36].[CH3:38][OH:39].[Cl:40][CH2:41][Cl:42].[OH2:37]>>[O:3]=[C:4]([OH:5])[C:6]1([NH:15][C:16](=[O:17])[c:18]2[cH:19][cH:20][cH:21][c:22]3[c:26]2[O:25][C:24]([F:27])([F:28])[O:23]3)[CH2:7][c:8]2[cH:9][cH:10][cH:11][cH:12][c:13]2[CH2:14]1. The reactants are BrC1=CC=C2C=CC3=C(C=CC4=CC=C1C2=C34)Br (1,6-dibromopyrene), C(C(C)C)B(O)O (isobutyl boronic acid), O.[O-]P(=O)([O-])[O-].[K+].[K+].[K+] (potassium phosphate tribasic monohydrate). Reagents/catalysts: C=1C=CC(=CC1)/C=C/C(=O)/C=C/C2=CC=CC=C2.C=1C=CC(=CC1)/C=C/C(=O)/C=C/C2=CC=CC=C2.C=1C=CC(=CC1)/C=C/C(=O)/C=C/C2=CC=CC=C2.[Pd].[Pd] (Pd2(dba)3), C1(CCCCC1)P(C1=C(C=CC=C1)C1=C(C=CC=C1OC)OC)C1CCCCC1 (2-dicyclohexylphosphino-2′,6′-dimethoxybiphenyl). Run in C1(=CC=CC=C1)C (toluene). Yields the product C(C(C)C)C1=CC=C2C=CC3=C(C=CC4=CC=C1C2=C34)CC(C)C (1,6-diisobutylpyrene). The yield is 154.2%. RXN SMILES: Br[C:2]1[C:15]2[C:16]3=[C:17]4[C:12](=[CH:13][CH:14]=2)[CH:11]=[CH:10][C:9](Br)=[C:8]4[CH:7]=[CH:6][C:5]3=[CH:4][CH:3]=1.[CH2:19](B(O)O)[CH:20]([CH3:22])[CH3:21].O.[O-]P([O-])([O-])=O.[K+].[K+].[K+]>C1(C)C=CC=CC=1.C1C=CC(/C=C/C(/C=C/C2C=CC=CC=2)=O)=CC=1.C1C=CC(/C=C/C(/C=C/C2C=CC=CC=2)=O)=CC=1.C1C=CC(/C=C/C(/C=C/C2C=CC=CC=2)=O)=CC=1.[Pd].[Pd].C1(P(C2CCCCC2)C2C=CC=CC=2C2C(OC)=CC=CC=2OC)CCCCC1>[CH2:19]([C:2]1[C:15]2[C:16]3=[C:17]4[C:12](=[CH:13][CH:14]=2)[CH:11]=[CH:10][C:9]([CH2:4][CH:5]([CH3:16])[CH3:6])=[C:8]4[CH:7]=[CH:6][C:5]3=[CH:4][CH:3]=1)[CH:20]([CH3:22])[CH3:21] |f:2.3.4.5.6,8.9.10.11.12|. Procedure details: A mixture of 1,6-dibromopyrene (15.13 g, 42.0 mmol), isobutyl boronic acid (27.58 g, 270 mmol), potassium phosphate tribasic monohydrate (53.94 g, 254 mmol), Pd2(dba)3 (3.02 g, 3.30 mmol), and 2-dicyclohexylphosphino-2′,6′-dimethoxybiphenyl (1.00 g, 2.45 mmol) in toluene (300 mL) was fully degassing by bubbling through with nitrogen. The reaction mixture was maintained at reflux under nitrogen for 16 h. The reaction mixture was cooled, then filtered through a pad of Celite and washed with toluen... The reactants are S1C=NC=C1 (Thiazole), BrCC(=O)O (2-bromoacetic acid). Run in CC(=O)C (acetone). Reaction conditions: time 2 day. Yields the product [Br-].C(=O)(O)C[N+]1=CSC=C1 (N-(carboxymethyl)thiazolium bromide). RXN SMILES: [S:1]1[CH:5]=[CH:4][N:3]=[CH:2]1.[Br:6][CH2:7][C:8]([OH:10])=[O:9]>CC(C)=O>[Br-:6].[C:8]([CH2:7][N+:3]1[CH:4]=[CH:5][S:1][CH:2]=1)([OH:10])=[O:9] |f:3.4|. Procedure details: Thiazole (8.5 g), 2-bromoacetic acid (15.0 g) and acetone (20 ml) were mixed together and left standing at room temperature for 2 days. White crystals deposited were collected by filtration and washed with acetone. Starting materials: O=C1NC(=O)C2(CC(c3ccccc3)Sc3ccc(Br)cc32)N1, C1COCCO1, COc1ccc(P2(=S)SP(=S)(c3ccc(OC)cc3)S2)cc1. The product is O=C1NC(=S)NC12CC(c1ccccc1)Sc1ccc(Br)cc12. As a reaction SMILES: [Br:1][c:2]1[cH:3][c:4]2[c:5]([cH:6][cH:7]1)[S:8][CH:9]([c:18]1[cH:19][cH:20][cH:21][cH:22][cH:23]1)[CH2:10][C:11]21[NH:12][C:13](=[O:17])[NH:14][C:15]1=[O:16].[CH2:46]1[O:47][CH2:48][CH2:49][O:50][CH2:51]1.[CH3:24][O:25][c:26]1[cH:27][cH:28][c:29]([P:30]2(=[S:33])[S:31][P:32]([c:34]3[cH:35][cH:36][c:37]([O:38][CH3:39])[cH:40][cH:41]3)(=[S:42])[S:43]2)[cH:44][cH:45]1>>[Br:1][c:2]1[cH:3][c:4]2[c:5]([cH:6][cH:7]1)[S:8][CH:9]([c:18]1[cH:19][cH:20][cH:21][cH:22][cH:23]1)[CH2:10][C:11]21[NH:12][C:13](=[S:33])[NH:14][C:15]1=[O:16]. Starting materials: Cl.NC=1C=C2C(=CC(NC2=CC1)=O)CCCl (6-amino-4-(2-chloroethyl)-2(1H)-quinolone hydrochloride), N1(CCNCC1)C1=NC=CC2=C1C=CS2 (4-(1-piperazinyl)thieno[3,2-c]pyridine), C([O-])(O)=O.[Na+] (sodium bicarbonate). The solvent is CN(C=O)C (dimethylformamide), O (water). Conditions: temperature 60 celsius. The product is Cl.NC=1C=C2C(=CC(NC2=CC1)=O)CCN1CCN(CC1)C1=NC=CC2=C1C=CS2 (6-amino-4-[2-[4-(thieno[3,2-c]pyridin-4-yl)-1-piperazinyl]ethyl]-2(1H)-quinolone hydrochloride). Reaction SMILES: Cl.[NH2:2][C:3]1[CH:4]=[C:5]2[C:10](=[CH:11][CH:12]=1)[NH:9][C:8](=[O:13])[CH:7]=[C:6]2[CH2:14][CH2:15][Cl:16].[N:17]1([C:23]2[C:28]3[CH:29]=[CH:30][S:31][C:27]=3[CH:26]=[CH:25][N:24]=2)[CH2:22][CH2:21][NH:20][CH2:19][CH2:18]1.C(=O)(O)[O-].[Na+]>CN(C)C=O.O>[ClH:16].[NH2:2][C:3]1[CH:4]=[C:5]2[C:10](=[CH:11][CH:12]=1)[NH:9][C:8](=[O:13])[CH:7]=[C:6]2[CH2:14][CH2:15][N:20]1[CH2:21][CH2:22][N:17]([C:23]2[C:28]3[CH:29]=[CH:30][S:31][C:27]=3[CH:26]=[CH:25][N:24]=2)[CH2:18][CH2:19]1 |f:0.1,3.4,7.8|. Procedure: A mixture of 0.35 g (1.35 mmol) of 6-amino-4-(2-chloroethyl)-2(1H)-quinolone hydrochloride, 0.33 g (1.5 mmol) of 4-(1-piperazinyl)thieno[3,2-c]pyridine and 0.17 g (2 mmol) of sodium bicarbonate in 10 ml of dimethylformamide is heated to 60° C. for 24 hours. After cooling to room temperature, the reaction medium is diluted in 50 ml of water and the crude product is extracted with chloroform. The organic phase is dried over sodium sulpbate and concentrated. The crude product is purified by flash c...